From a dataset of the Open Reaction Database (ORD), a public repository of structured organic reaction records. describe an organic reaction: reactants, conditions, products, and yield Starting materials: CCOCCNCC(C)(C)n1cnc([N+](=O)[O-])c1, CC(NC1CCc2cc(F)cc(F)c2C1)C(=O)O. Yields the product CCOCCNCC(C)(C)n1cnc(NC(=O)C(C)NC2CCc3cc(F)cc(F)c3C2)c1. RXN SMILES: [CH2:1]([CH3:2])[O:3][CH2:4][CH2:5][NH:6][CH2:7][C:8]([CH3:9])([n:10]1[cH:11][n:12][c:13]([N+:15]([O-:16])=[O:17])[cH:14]1)[CH3:18].[F:19][c:20]1[cH:21][c:22]2[c:27]([c:28]([F:30])[cH:29]1)[CH2:26][CH:25]([NH:31][CH:32]([C:33](=[O:34])[OH:35])[CH3:36])[CH2:24][CH2:23]2>>[CH2:1]([CH3:2])[O:3][CH2:4][CH2:5][NH:6][CH2:7][C:8]([CH3:9])([n:10]1[cH:11][n:12][c:13]([NH:15][C:33]([CH:32]([NH:31][CH:25]2[CH2:24][CH2:23][c:22]3[cH:21][c:20]([F:19])[cH:29][c:28]([F:30])[c:27]3[CH2:26]2)[CH3:36])=[O:34])[cH:14]1)[CH3:18]. Starting materials: Cc1cc(S(=O)(=O)CNCCNC(=O)CCc2ccc(C#N)cc2)c(C)cc1Cl, NCCN, S. The product is Cc1cc(S(=O)(=O)CNCCNC(=O)CCc2ccc(C3=NCCN3)cc2)c(C)cc1Cl. RXN SMILES: [Cl:1][c:2]1[cH:3][c:4]([CH3:29])[c:5]([S:9](=[O:10])(=[O:11])[CH2:12][NH:13][CH2:14][CH2:15][NH:16][C:17]([CH2:18][CH2:19][c:20]2[cH:21][cH:22][c:23]([C:26]#[N:27])[cH:24][cH:25]2)=[O:28])[cH:6][c:7]1[CH3:8].[NH2:31][CH2:32][CH2:33][NH2:34].[S:30]>>[Cl:1][c:2]1[cH:3][c:4]([CH3:29])[c:5]([S:9](=[O:10])(=[O:11])[CH2:12][NH:13][CH2:14][CH2:15][NH:16][C:17]([CH2:18][CH2:19][c:20]2[cH:21][cH:22][c:23]([C:26]3=[N:27][CH2:33][CH2:32][NH:31]3)[cH:24][cH:25]2)=[O:28])[cH:6][c:7]1[CH3:8]. Starting materials: C(C)OC(C(C)(C)OC1=C2C=CNC2=CC=C1)=O (2-(1H-Indol-4-yloxy)-2-methylpropionic acid ethyl ester), [OH-].[K+] (potassium hydroxide), CS(=O)C (DMSO), BrCCCCl (1-Bromo-3-chloropropane). The solvent is O (water). Conditions: time 10 minute. The product is C(C)OC(C(C)(C)OC1=C2C=CN(C2=CC=C1)CCCCl)=O (2-[1-(3-chloropropyl)-1H-indol-4-yloxy]-2-methylpropionic acid ethyl ester). Yield: 98.0%. RXN SMILES: [CH2:1]([O:3][C:4](=[O:18])[C:5]([O:8][C:9]1[CH:17]=[CH:16][CH:15]=[C:14]2[C:10]=1[CH:11]=[CH:12][NH:13]2)([CH3:7])[CH3:6])[CH3:2].[OH-].[K+].CS(C)=O.Br[CH2:26][CH2:27][CH2:28][Cl:29]>O>[CH2:1]([O:3][C:4](=[O:18])[C:5]([O:8][C:9]1[CH:17]=[CH:16][CH:15]=[C:14]2[C:10]=1[CH:11]=[CH:12][N:13]2[CH2:26][CH2:27][CH2:28][Cl:29])([CH3:7])[CH3:6])[CH3:2] |f:1.2|. Procedure: 2-(1H-Indol-4-yloxy)-2-methylpropionic acid ethyl ester (0.100 g, 0.40 mmol, 1.0 eq), powdered potassium hydroxide (0.034 g, 0.61 mmol, 1.5 eq), and DMSO (3 mL) were mixed and stirred at room temperature for 10 minutes. 1-Bromo-3-chloropropane (0.12 mL, 0.191 g, 1.21 mmol, 3.0 eq) was then added to the above mixture. The reaction mixture was stirred at room temperature for another 1.5 hours before 15 mL of water was added. The mixture was extracted with ethyl acetate (2×30 mL). The organic layer... The reactants are OC1=CC2=C(N(C=N2)C2=CC=CC=C2)C=C1 (5-hydroxy-1-phenylbenzimidazole), [H-].[Na+] (sodium hydride), C(Cl)C1CO1 (epichlorohydrin). Solvent: C1CCOC1.CN(C)C=O (THF DMF). Run at time 5 minute. Yields the product O1C(COC2=CC3=C(N(C=N3)C3=CC=CC=C3)C=C2)C1 (5-(2,3-Epoxypropoxy)-1-phenylbenzimidazole). Reaction SMILES: [OH:1][C:2]1[CH:16]=[CH:15][C:5]2[N:6]([C:9]3[CH:14]=[CH:13][CH:12]=[CH:11][CH:10]=3)[CH:7]=[N:8][C:4]=2[CH:3]=1.[H-].[Na+].[CH2:19]([CH:21]1[O:23][CH2:22]1)Cl>C1COCC1.CN(C=O)C>[O:23]1[CH2:22][CH:21]1[CH2:19][O:1][C:2]1[CH:16]=[CH:15][C:5]2[N:6]([C:9]3[CH:14]=[CH:13][CH:12]=[CH:11][CH:10]=3)[CH:7]=[N:8][C:4]=2[CH:3]=1 |f:1.2,4.5|. Procedure details: A solution of 5-hydroxy-1-phenylbenzimidazole (Example 14) (0.24 g, 1.14 mmol) 1:1 THF/DMF (5 mL) was added under nitrogen to a stirred suspension of sodium hydride (41 mg of a 60% dispersion in oil, 1.71 mmol). After 5 minutes, epichlorohydrin (98 μL, 1.26 mmol) was added, and the solution was refluxed for 4 hours. The cooled solution was partitioned between diethyl ether and water, and the extract was washed with 2N NaOH and worked up to give an oil which was chromatographed on silica gel. EtO... The reactants are FC(C(=O)O)(F)F.CS(=O)(=O)C1=CC=C(OC2=C3C(=NC=N2)N(N=C3)C3CCNCC3)C=C1 (4-(4-methanesulfonyl-phenoxy)-1-piperidin-4-yl-1H-pyrazolo[3,4-d]pyrimidine trifluoroacetate salt), FC(C(=O)O)(F)F.CS(=O)(=O)C1=CC=C(OC2=C3C(=NC=N2)N(N=C3)C3CCNCC3)C=C1 (4-(4-methanesulfonyl-phenoxy)-1-piperidin-4-yl-1H-pyrazolo[3,4-d]pyrimidine trifluoroacetate salt), ClC=1C=C(C(=O)Cl)C=C(C1)Cl (3,5-dichlorobenzoyl chloride). Product: ClC=1C=C(C=C(C1)Cl)C(=O)N1CCC(CC1)N1N=CC=2C1=NC=NC2OC2=CC=C(C=C2)S(=O)(=O)C ((3,5-Dichloro-phenyl)-{4-[4-(4-methanesulfonyl-phenoxy)-pyrazolo[3,4-d]pyrimidin-1-yl]-piperidin-1-yl}-methanone). RXN SMILES: FC(F)(F)C(O)=O.[CH3:8][S:9]([C:12]1[CH:33]=[CH:32][C:15]([O:16][C:17]2[N:22]=[CH:21][N:20]=[C:19]3[N:23]([CH:26]4[CH2:31][CH2:30][NH:29][CH2:28][CH2:27]4)[N:24]=[CH:25][C:18]=23)=[CH:14][CH:13]=1)(=[O:11])=[O:10].[Cl:34][C:35]1[CH:36]=[C:37]([CH:41]=[C:42]([Cl:44])[CH:43]=1)[C:38](Cl)=[O:39]>>[Cl:34][C:35]1[CH:36]=[C:37]([C:38]([N:29]2[CH2:28][CH2:27][CH:26]([N:23]3[C:19]4=[N:20][CH:21]=[N:22][C:17]([O:16][C:15]5[CH:14]=[CH:13][C:12]([S:9]([CH3:8])(=[O:11])=[O:10])=[CH:33][CH:32]=5)=[C:18]4[CH:25]=[N:24]3)[CH2:31][CH2:30]2)=[O:39])[CH:41]=[C:42]([Cl:44])[CH:43]=1 |f:0.1|. Procedure details: (3,5-Dichloro-phenyl)-{4-[4-(4-methanesulfonyl-phenoxy)-pyrazolo[3,4-d]pyrimidin-1-yl]-piperidin-1-yl}-methanone was prepared according to General Procedure H by the reaction of 4-(4-methanesulfonyl-phenoxy)-1-piperidin-4-yl-1H-pyrazolo[3,4-d]pyrimidine trifluoroacetate salt (Intermediate 27) with 3,5-dichlorobenzoyl chloride (available from Aldrich Chemical Company, Inc., Milwaukee, Wis., USA). 1H NMR (400 MHz, DMSO-d6) δ 2.02-2.10 (m, 4H), 3.12-3.18 (m, 1H), 3.30 (methyl sulfonyl and water pea... The reactants are COC1=CC=C(C=C1)C(C)(C)O (2-(4-methoxy-phenyl)-propan-2-ol), C(C)(C)(C)O (tert-BuOH), N (ammonia), [Li] (lithium). Run in C1CCOC1 (THF). Conditions: temperature -30 celsius, time 24 hour. The product is COC1=CCC(=CC1)C(C)(C)O (1-methoxy-4-(1-hydroxy-1-methyl-ethyl)-1,4-cyclohexadiene). The yield is 74.2%. As a reaction SMILES: [CH3:1][O:2][C:3]1[CH:8]=[CH:7][C:6]([C:9]([OH:12])([CH3:11])[CH3:10])=[CH:5][CH:4]=1.C(O)(C)(C)C.[Li].N>C1COCC1>[CH3:1][O:2][C:3]1[CH2:8][CH:7]=[C:6]([C:9]([OH:12])([CH3:10])[CH3:11])[CH2:5][CH:4]=1 |^1:17|. Procedure details: 2-(4-methoxy-phenyl)-propan-2-ol (750 g, 4.5 mol), anhydrous THF (7.5 L) and tert-BuOH (2001.4 g, 27 mol) were added under argon to a 22 L round bottomed flask equipped with an overhead stirrer, thermometer and dropping funnel. The mixture was cooled to −30° C. Gaseous ammonia was bubbled through the reaction mixture for 30 min. Granulated lithium (125 g, 18 mol) was added portion wise to the solution during 1-1.5 hr. The stirring was continued with slow flow of ammonia for 20 rh. The reaction w... Run at time 1 hour. The reactants are [Si](C)(C)(C(C)(C)C)OCCC#N (3-(tert-butyldimethylsilyloxy)propanenitrile), B(F)(F)F.CCOCC (Boron trifluoride etherate), C(C)[Mg]Br (Ethylmagnesium bromide). The product is [Si](C)(C)(C(C)(C)C)OCCC1(CC1)N (1-(2-(tert-butyldim ethylsilyloxy)ethyl)cyclopropanamine). Reagents/catalysts: C(C)(C)[O-].C(C)(C)[O-].C(C)(C)[O-].C(C)(C)[O-].[Ti+4] (titanium tetraisopropanolate). Yield: 30.0%. Procedure: To a solution of 3-(tert-butyldimethylsilyloxy)propanenitrile (11.1 g, 60 mmol) in Et2O (400 mL) was added titanium tetraisopropanolate (28.9 g, 102 mmol) under N2 atmosphere. Ethylmagnesium bromide (3-M in Et2O, 50 mL) was slowly added drop-wise at 0° C. The mixture was stirred at rt for 1 hr. Boron trifluoride etherate (17.0 g, 120 mmol) was slowly added at 0° C. The mixture was stirred at rt for 1 hr. The mixture was quenched with 10% aq. NaOH (300 mL) and then extracted with DCM (3×). The co... Reaction SMILES: [Si:1]([O:8][CH2:9][CH2:10][C:11]#[N:12])([C:4]([CH3:7])([CH3:6])[CH3:5])([CH3:3])[CH3:2].[CH2:13]([Mg]Br)[CH3:14].B(F)(F)F.CCOCC>CCOCC.C([O-])(C)C.C([O-])(C)C.C([O-])(C)C.C([O-])(C)C.[Ti+4]>[Si:1]([O:8][CH2:9][CH2:10][C:11]1([NH2:12])[CH2:14][CH2:13]1)([C:4]([CH3:7])([CH3:6])[CH3:5])([CH3:3])[CH3:2] |f:2.3,5.6.7.8.9|. Solvent: CCOCC (Et2O).